This data is from the Open Reaction Database (ORD), a public repository of structured organic reaction records. The task is: describe an organic reaction: reactants, conditions, products, and yield The product is NC1=C(OC2=C(C(=O)O)C=CC=C2)C=CC=C1 (2-(2-Aminophenoxy)benzoic acid). RXN SMILES: [NH2:1][C:2]1[CH:18]=[CH:17][CH:16]=[CH:15][C:3]=1[O:4][C:5]1[CH:14]=[CH:13][CH:12]=[CH:11][C:6]=1[C:7]([O:9]C)=[O:8].[OH-].[Na+]>CO.O>[NH2:1][C:2]1[CH:18]=[CH:17][CH:16]=[CH:15][C:3]=1[O:4][C:5]1[CH:14]=[CH:13][CH:12]=[CH:11][C:6]=1[C:7]([OH:9])=[O:8] |f:1.2,3.4|. Conditions: time 3 hour. Run in CO.O (methanol water). Reactants: NC1=C(OC2=C(C(=O)OC)C=CC=C2)C=CC=C1 (Methyl 2-(2-aminophenoxy)benzoate), [OH-].[Na+] (sodium hydroxide). Procedure details: A mixture of Methyl 2-(2-aminophenoxy)benzoate (9.2 g, 0.038 mol) and sodium hydroxide (3.2 g, 0.08 mol) in 1:1 methanol/water (200 mL) was stirred under argon at room temperature for 3 h. The methanol was evaporated, the aqueous residue was acidified with dilute HCl, extracted with ethyl acetate, dried over anhydrous MgSO4, filtered, and evaporated to give the crude product which was purified by flash chromatography (silica gel, ethyl acetate/hexane/formic acid), and then recrystallized from et...